From a dataset of the Open Reaction Database (ORD), a public repository of structured organic reaction records. describe an organic reaction: reactants, conditions, products, and yield The reactants are O=C1CCC(=O)N1Br, ClC(Cl)(Cl)Cl, Cc1cccc(Oc2cccc(F)c2)c1, CC(C)(C#N)N=NC(C)(C)C#N. Product: Fc1cccc(Oc2cccc(CBr)c2)c1. RXN SMILES: [Br:16][N:17]1[C:18](=[O:19])[CH2:20][CH2:21][C:22]1=[O:23].[C:36]([Cl:37])([Cl:38])([Cl:39])[Cl:40].[F:1][c:2]1[cH:3][c:4]([O:5][c:6]2[cH:7][c:8]([CH3:12])[cH:9][cH:10][cH:11]2)[cH:13][cH:14][cH:15]1.[N:24]([C:25]([CH3:26])([CH3:27])[C:28]#[N:29])=[N:30][C:31]([CH3:32])([CH3:33])[C:34]#[N:35]>>[F:1][c:2]1[cH:3][c:4]([O:5][c:6]2[cH:7][c:8]([CH2:12][Br:16])[cH:9][cH:10][cH:11]2)[cH:13][cH:14][cH:15]1. The reactants are N1(CCOCC1)CC=1C=C(C(=CC1)N)N (4-Morpholin-4-ylmethyl-benzene-1,2-diamine), [N+](=O)([O-])C=1C(=NNC1)C(=O)O (4-nitro-1H-pyrazole-3-carboxylic acid), O-(Benzot πazol-1-yl)-N,N,N′,N1-tetramethyluronium tetrafluoroborate. The solvent is CN(C=O)C (dimethylformamide). Conditions: temperature 65 celsius, time 24 hour. Product: N1(CCOCC1)CC1=CC2=C(NC(=N2)C2=NNC=C2[N+](=O)[O-])C=C1 (5-morpholin-4-ylmethyl-2-(4-nitro-1H-pyrazol-3-yl)1H-benzimidazole). Yield: 40.0%. As a reaction SMILES: [N:1]1([CH2:7][C:8]2[CH:9]=[C:10]([NH2:15])[C:11]([NH2:14])=[CH:12][CH:13]=2)[CH2:6][CH2:5][O:4][CH2:3][CH2:2]1.[N+:16]([C:19]1[C:20]([C:24](O)=O)=[N:21][NH:22][CH:23]=1)([O-:18])=[O:17]>CN(C)C=O>[N:1]1([CH2:7][C:8]2[CH:13]=[CH:12][C:11]3[NH:14][C:24]([C:20]4[C:19]([N+:16]([O-:18])=[O:17])=[CH:23][NH:22][N:21]=4)=[N:15][C:10]=3[CH:9]=2)[CH2:6][CH2:5][O:4][CH2:3][CH2:2]1. Reported procedure: 4-Morpholin-4-ylmethyl-benzene-1,2-diamine (1 mol. eq.) and 4-nitro-1H-pyrazole-3-carboxylic acid (1 mol. eq.) were dissolved in dimethylformamide (DMF) (10 vol.). O-(Benzot πazol-1-yl)-N,N,N′,N1-tetramethyluronium tetrafluoroborate (TBTU) (1.2 mol. eq.) was added and the mixture was stiffed at ambient temperature for 24 hours. The mixture was concentrated in vacuo until no further solvent was seen to distil. The residue was then dissolved in glacial acetic acid (10 vol.) and heated at 65° C. fo... Reactants: O=C1CCC(=O)N1Br, COc1nc(NNc2nc(OC)nc(OC)n2)nc(OC)n1, CC#N. Yields the product COc1nc(N=Nc2nc(OC)nc(OC)n2)nc(OC)n1. RXN SMILES: [Br:23][N:24]1[C:25](=[O:26])[CH2:27][CH2:28][C:29]1=[O:30].[CH3:1][O:2][c:3]1[n:4][c:5]([NH:11][NH:12][c:13]2[n:14][c:15]([O:21][CH3:22])[n:16][c:17]([O:19][CH3:20])[n:18]2)[n:6][c:7]([O:9][CH3:10])[n:8]1.[CH3:31][C:32]#[N:33]>>[CH3:1][O:2][c:3]1[n:4][c:5]([N:11]=[N:12][c:13]2[n:14][c:15]([O:21][CH3:22])[n:16][c:17]([O:19][CH3:20])[n:18]2)[n:6][c:7]([O:9][CH3:10])[n:8]1.